Dataset: the Open Reaction Database (ORD), a public repository of structured organic reaction records. Task: describe an organic reaction: reactants, conditions, products, and yield Procedure details: This compound was synthesized using the same methodology as described in Example 1 above, using 2-thiophencarboxylic acid hydrazide, benzyl isothiocyanate and 4-methoxybenzyl bromide as the starting materials. (M+H)+−394. The product is C(C1=CC=CC=C1)N1C(=NN=C1C=1SC=CC1)SCC1=CC=C(C=C1)OC (4-benzyl-3-[(4-methoxybenzyl)thio]-5-thien-2-yl-4H-1,2,4-triazole). Reaction SMILES: [S:1]1[CH:5]=[CH:4][CH:3]=[C:2]1[C:6]([NH:8][NH2:9])=O.[CH2:10]([N:17]=[C:18]=[S:19])[C:11]1[CH:16]=[CH:15][CH:14]=[CH:13][CH:12]=1.[CH3:20][O:21][C:22]1[CH:29]=[CH:28][C:25]([CH2:26]Br)=[CH:24][CH:23]=1>>[CH2:10]([N:17]1[C:6]([C:2]2[S:1][CH:5]=[CH:4][CH:3]=2)=[N:8][N:9]=[C:18]1[S:19][CH2:26][C:25]1[CH:28]=[CH:29][C:22]([O:21][CH3:20])=[CH:23][CH:24]=1)[C:11]1[CH:16]=[CH:15][CH:14]=[CH:13][CH:12]=1. The reactants are S1C(=CC=C1)C(=O)NN (2-thiophencarboxylic acid hydrazide), C(C1=CC=CC=C1)N=C=S (benzyl isothiocyanate), COC1=CC=C(CBr)C=C1 (4-methoxybenzyl bromide). As a reaction SMILES: [CH3:1][O:2][C:3]1[CH:4]=[C:5]2[C:9](=[CH:10][C:11]=1[O:12][CH3:13])[CH:8](O)[CH:7]([CH2:15][N:16]1[CH2:21][CH2:20][N:19]([C:22]3[CH:27]=[CH:26][CH:25]=[CH:24][C:23]=3[O:28][CH3:29])[CH2:18][CH2:17]1)[CH2:6]2.[ClH:30]>C(O)C>[ClH:30].[CH3:13][O:12][C:11]1[CH:10]=[C:9]2[C:5](=[CH:4][C:3]=1[O:2][CH3:1])[CH:6]=[C:7]([CH2:15][N:16]1[CH2:21][CH2:20][N:19]([C:22]3[CH:27]=[CH:26][CH:25]=[CH:24][C:23]=3[O:28][CH3:29])[CH2:18][CH2:17]1)[CH2:8]2 |f:3.4|. Yields the product Cl.COC=1C=C2CC(=CC2=CC1OC)CN1CCN(CC1)C1=C(C=CC=C1)OC (1-[(5,6-Dimethoxy-3H-inden-2-yl)methyl]-4-(2-methoxyphenyl)piperazine, hydrochloride). Reported procedure: 2,3-Dihydro-5,6-dimethoxy-2-[[4-(2-methoxyphenyl)-1-piperazinyl]methyl]-1H-inden-1-ol (5.2g, prepared as described in Example 8) is dissolved in ethanol, chilled and treated with an excess of ethereal hydrogen chloride. Reactants: COC=1C=C2CC(C(C2=CC1OC)O)CN1CCN(CC1)C1=C(C=CC=C1)OC (2,3-Dihydro-5,6-dimethoxy-2-[[4-(2-methoxyphenyl)-1-piperazinyl]methyl]-1H-inden-1-ol), Cl (hydrogen chloride). Run in C(C)O (ethanol). Run in O1CCCC1 (tetrahydrofuran), O1CCCC1 (tetrahydrofuran). RXN SMILES: CON(C)[C:4]([C@H:6]1[CH2:18][CH2:17][N:9]2[C:10]3[C:15]([CH:16]=[C:8]2[CH2:7]1)=[CH:14][CH:13]=[CH:12][CH:11]=3)=[O:5].[CH:20]([Mg]Cl)([CH3:22])[CH3:21].[Cl-].[NH4+]>O1CCCC1>[CH:14]1[CH:13]=[CH:12][CH:11]=[C:10]2[C:15]=1[CH:16]=[C:8]1[CH2:7][C@@H:6]([C:4]([CH:20]([CH3:22])[CH3:21])=[O:5])[CH2:18][CH2:17][N:9]12 |f:2.3|. Yields the product C1=C2C=C3N(C2=CC=C1)CC[C@@H](C3)C(=O)C(C)C (isopropyl 6,7,8,9-tetrahydropyrido[1,2-a]indol-8(S)-yl ketone). Starting materials: [Cl-].[NH4+] (ammonium chloride), CON(C(=O)[C@@H]1CC=2N(C3=CC=CC=C3C2)CC1)C (6,7,8,9-tetrahydro-N-methoxy-N-methyl-pyrido[1,2-a]indole-8(S)-carboxamide), solution, C(C)(C)[Mg]Cl (isopropylmagnesium chloride). Reaction conditions: time 18 hour. Reported procedure: A stirred solution of 10.0 g (38.7 mmol) of 6,7,8,9-tetrahydro-N-methoxy-N-methyl-pyrido[1,2-a]indole-8(S)-carboxamide in 250 ml of tetrahydrofuran was treated dropwise at 0° C. with 60 ml (120 mmol) of a 2M solution of isopropylmagnesium chloride in tetrahydrofuran. The mixture was stirred at room temperature for 18 hours and poured into 250 ml of saturated ammonium chloride solution. The aqueous phase was washed four times with 100 ml of diethyl ether each time and the combined ethereal extrac... Starting materials: CN(C)C=O, COC(=O)Cl, O, c1ccncc1, Cc1cc(OCc2nc3ccccc3s2)ccc1N. Yields the product COC(=O)Nc1ccc(OCc2nc3ccccc3s2)cc1C. Reaction SMILES: [CH3:32][N:33]([CH3:34])[CH:35]=[O:36].[Cl:7][C:8](=[O:9])[O:10][CH3:11].[OH2:31].[cH:1]1[cH:2][cH:3][n:4][cH:5][cH:6]1.[s:12]1[c:13]([CH2:21][O:22][c:23]2[cH:24][c:25]([CH3:30])[c:26]([NH2:27])[cH:28][cH:29]2)[n:14][c:15]2[c:16]1[cH:17][cH:18][cH:19][cH:20]2>>[C:8](=[O:9])([O:10][CH3:11])[NH:27][c:26]1[c:25]([CH3:30])[cH:24][c:23]([O:22][CH2:21][c:13]2[s:12][c:16]3[c:15]([n:14]2)[cH:20][cH:19][cH:18][cH:17]3)[cH:29][cH:28]1. The reactants are C(#N)N=COCC (ethyl N-cyanoformimidate), C(#N)C1=CC2=C(OC([C@H]([C@@H]2N)O)(C)C)C=C1 (6-cyano-3,4-dihydro-2,2-dimethyl-trans-4-amino-2H-benzo[b]pyran-3-ol). Solvent: C(C)(=O)OCC (ethyl acetate). Run at time 2 hour. Yields the product C(#N)C1=CC2=C(OC([C@H]([C@@H]2NC=NC#N)O)(C)C)C=C1 (6-cyano-3,4-dihydro-2,2-dimethyl-trans-4-[(N-cyano-formimidoyl)amino]-2H-benzo[b]pyran-3-ol). RXN SMILES: [C:1]([N:3]=[CH:4]OCC)#[N:2].[C:8]([C:10]1[CH:23]=[CH:22][C:13]2[O:14][C:15]([CH3:21])([CH3:20])[C@@H:16]([OH:19])[C@H:17]([NH2:18])[C:12]=2[CH:11]=1)#[N:9]>C(OCC)(=O)C>[C:8]([C:10]1[CH:23]=[CH:22][C:13]2[O:14][C:15]([CH3:21])([CH3:20])[C@@H:16]([OH:19])[C@H:17]([NH:18][CH:4]=[N:3][C:1]#[N:2])[C:12]=2[CH:11]=1)#[N:9]. Procedure: To 1.18 g of ethyl N-cyanoformimidate, 2.29 g of 6-cyano-3,4-dihydro-2,2-dimethyl-trans-4-amino-2H-benzo[b]pyran-3-ol was added, and the mixture was reacted under stirring at a temperature of from 100° to 120° C. for 2 hours. The reaction mixture was cooled, then dissolved in 100 ml of ethyl acetate, washed twice with a saturated sodium chloride aqueous solution and then dried over anhydrous sodium sulfate. Then, ethyl acetate was distilled off under reduced pressure. The residual solid was recr... Starting materials: FC(S(=O)(=O)OS(=O)(=O)C(F)(F)F)(F)F (trifluoromethanesulfonic anhydride), C(C1=CC=CC=C1)OC(=O)[C@@H]1N(C[C@@H]([C@@H]2[C@H]1OC(O2)(C)C)O)S(=O)(=O)C2=CC=C(C=C2)OC ((3aS,4R,7S,7aR)-7-hydroxy-5-(4′-methoxybenzenesulfonyl)-2,2-dimethyl-hexahydro-[1,3]dioxolo[4,5-c]pyridine-4-carboxylic Acid Benzyl Ester), C(C)(=O)[O-].[Cs+] (cesium acetate), C1COCCOCCOCCOCCOCCO1 (18-Crown-6). Solvent: C(Cl)(Cl)Cl (chloroform), C(C)(=O)OCC (ethyl acetate), C(Cl)Cl.N1=CC=CC=C1 (methylene chloride pyridine), C(C)#N (acetonitrile). Conditions: temperature -20 celsius. Product: C(C1=CC=CC=C1)OC(=O)[C@@H]1N(C[C@H]([C@@H]2[C@H]1OC(O2)(C)C)OC(C)=O)S(=O)(=O)C2=CC=C(C=C2)OC ((3aS,4R,7R,7aR)-7-acetoxy-5-(4′-methoxybenzenesulfonyl)-2,2-dimethyl-hexahydro-[1,3]dioxolo[4,5-c]pyridine-4-carboxylic Acid Benzyl Ester). As a reaction SMILES: [CH2:1]([O:8][C:9]([C@H:11]1[C@@H:16]2[O:17][C:18]([CH3:21])([CH3:20])[O:19][C@@H:15]2[C@@H:14]([OH:22])[CH2:13][N:12]1[S:23]([C:26]1[CH:31]=[CH:30][C:29]([O:32][CH3:33])=[CH:28][CH:27]=1)(=[O:25])=[O:24])=[O:10])[C:2]1[CH:7]=[CH:6][CH:5]=[CH:4][CH:3]=1.FC(F)(F)S(OS(C(F)(F)F)(=O)=O)(=O)=O.[C:49]([O-])(=[O:51])[CH3:50].[Cs+].C1OCCOCCOCCOCCOCCOC1>C(Cl)Cl.N1C=CC=CC=1.C(#N)C.C(OCC)(=O)C.C(Cl)(Cl)Cl>[CH2:1]([O:8][C:9]([C@H:11]1[C@@H:16]2[O:17][C:18]([CH3:21])([CH3:20])[O:19][C@@H:15]2[C@H:14]([O:22][C:49](=[O:51])[CH3:50])[CH2:13][N:12]1[S:23]([C:26]1[CH:27]=[CH:28][C:29]([O:32][CH3:33])=[CH:30][CH:31]=1)(=[O:25])=[O:24])=[O:10])[C:2]1[CH:3]=[CH:4][CH:5]=[CH:6][CH:7]=1 |f:2.3,5.6|. Procedure details: The above compound (5) (4.1 g) was dissolved in methylene chloride/pyridine (60–10 mL) and trifluoromethanesulfonic anhydride (2.89 mL) was adding under stirring at −20° C., and then the mixture was stirred at the same temperature for 30 minutes. To the reaction solution was added chloroform (50 mL) and, after washing with 1N hydrochloric acid and saline, the solution was dried over magnesium sulfate and the solvent was distilled off under reduced pressure. The resulting residue was purified by ... Yield: 17.7%. Starting materials: BrCC(=O)C1=CC(=C(C(=C1)C(C)C)O)C(C)C (2-bromo-1-(4-hydroxy-3,5-di-isopropylphenyl)-ethanone), OC1=C(C=C(C=O)C=C1)OC (4-hydroxy-3-methoxy-benzaldehyde), C(C)(=O)OCC (ethyl acetate), C([O-])([O-])=O.[K+].[K+] (potassium carbonate), Cl (HCl). Solvent: O (water). Reaction conditions: time 18 hour. Yields the product C(C)(C)C=1C=C(C=C(C1O)C(C)C)C(COC1=C(C=C(C=O)C=C1)OC)=O (4-[2-(3,5-di-isopropyl-4-hydroxyphenyl)-2-oxo-ethoxy]-3-methoxy-benzaldehyde). RXN SMILES: Br[CH2:2][C:3]([C:5]1[CH:10]=[C:9]([CH:11]([CH3:13])[CH3:12])[C:8]([OH:14])=[C:7]([CH:15]([CH3:17])[CH3:16])[CH:6]=1)=[O:4].[OH:18][C:19]1[CH:26]=[CH:25][C:22]([CH:23]=[O:24])=[CH:21][C:20]=1[O:27][CH3:28].C(OCC)(=O)C.C(=O)([O-])[O-].[K+].[K+].Cl>O>[CH:15]([C:7]1[CH:6]=[C:5]([C:3](=[O:4])[CH2:2][O:18][C:19]2[CH:26]=[CH:25][C:22]([CH:23]=[O:24])=[CH:21][C:20]=2[O:27][CH3:28])[CH:10]=[C:9]([CH:11]([CH3:13])[CH3:12])[C:8]=1[OH:14])([CH3:17])[CH3:16] |f:3.4.5|. Reported procedure: To a solution of 6.00 g (18.3 mmol) of 2-bromo-1-(4-hydroxy-3,5-di-isopropylphenyl)-ethanone and 2.78 g (18.3 mmol) of 4-hydroxy-3-methoxy-benzaldehyde in 20 ml of ethyl acetate 5.00 g (36.7 mmol) of potassium carbonate is added and the mixture is stirred for 18 hours at room temperature. After addition of water and adjusting the pH to 5-6 by adding 32% HCl, the mixture is extracted with ethyl acetate. The combined extracts are washed with water, dried and evaporated to give compound 102. 1H-NMR... Reaction SMILES: [CH3:1][C:2]([CH3:5])([O-])[CH3:3].[K+].[CH2:7]([Li])[CH2:8][CH2:9][CH3:10].[C:12](=[O:14])=[O:13].[CH3:15][C:16]([CH3:18])=O.Br[CH2:20][CH2:21][CH2:22][O:23][CH:24]1[CH2:29][CH2:28][CH2:27][CH2:26][O:25]1>CCCCCC.C1(C)C=CC=C(C)C=1>[O:13]1[CH2:10][CH2:9][CH2:8][CH2:7][CH:12]1[O:14][CH2:15][CH2:16][CH2:18][CH2:1][C:2]1[CH:5]=[CH:7][CH:8]=[C:9]([CH2:10][CH2:20][CH2:21][CH2:22][O:23][CH:24]2[CH2:29][CH2:28][CH2:27][CH2:26][O:25]2)[CH:3]=1 |f:0.1,3.4|. Starting materials: solution, C(CCC)[Li] (n-butyl lithium), C(=O)=O.CC(=O)C (dry ice acetone), CC(C)([O-])C.[K+] (potassium t-butoxide), BrCCCOC1OCCCC1 (2-(3-bromopropyloxy)tetrahydropyran), ice water. The product is O1C(CCCC1)OCCCCC1=CC(=CC=C1)CCCCOC1OCCCC1 (1,3-Bis[4-(2-tetrahydropyranyloxy)butyl]benzene). The solvent is CCCCCC (n-hexane), CCCCCC (n-hexane), C1(=CC(=CC=C1)C)C (m-xylene), CCCCCC (n-hexane), CCCCCC (n-hexane). Procedure details: To 17.5 ml of absolute n-hexane were added dropwise 530 mg of m-xylene and 1.40 g of potassium t-butoxide, followed by addition of 8.4 ml of 1.6M solution of n-butyl lithium in n-hexane over 5 minutes with stirring at a room temperature, and the mixture was refluxed for an hour to obtain a orange suspension. This reaction mixture was cooled with dry ice/acetone, and after adding at once a solution of 3.35 g 2-(3-bromopropyloxy)tetrahydropyran in absolute n-hexane with stirring, further stirred f... The reactants are C(C1=CC=CC=C1)OC1=C(C=CC=C1)C1=C(C=NC=C1)NC (4-(2-(benzyloxy)phenyl)-N-methylpyridin-3-amine), CS(=O)(=O)C=1C=C(C(=O)O)C=C(C1)C(F)(F)F (3-(methylsulfonyl)-5-(trifluoromethyl)benzoic acid). The product is C(C1=CC=CC=C1)OC1=C(C=CC=C1)C1=C(C=NC=C1)N(C(C1=CC(=CC(=C1)C(F)(F)F)S(=O)(=O)C)=O)C (N-[4-(2-Benzyloxy-phenyl)-pyridin-3-yl]-3-methanesulfonyl-N-methyl-5-trifluoromethyl-benzamide). RXN SMILES: [CH2:1]([O:8][C:9]1[CH:14]=[CH:13][CH:12]=[CH:11][C:10]=1[C:15]1[CH:20]=[CH:19][N:18]=[CH:17][C:16]=1[NH:21][CH3:22])[C:2]1[CH:7]=[CH:6][CH:5]=[CH:4][CH:3]=1.[CH3:23][S:24]([C:27]1[CH:28]=[C:29]([CH:33]=[C:34]([C:36]([F:39])([F:38])[F:37])[CH:35]=1)[C:30]([OH:32])=O)(=[O:26])=[O:25]>>[CH2:1]([O:8][C:9]1[CH:14]=[CH:13][CH:12]=[CH:11][C:10]=1[C:15]1[CH:20]=[CH:19][N:18]=[CH:17][C:16]=1[N:21]([CH3:22])[C:30](=[O:32])[C:29]1[CH:33]=[C:34]([C:36]([F:39])([F:38])[F:37])[CH:35]=[C:27]([S:24]([CH3:23])(=[O:25])=[O:26])[CH:28]=1)[C:2]1[CH:7]=[CH:6][CH:5]=[CH:4][CH:3]=1. Reported procedure: The title compound was prepared in analogy to example 90, from 4-(2-(benzyloxy)phenyl)-N-methylpyridin-3-amine and 3-(methylsulfonyl)-5-(trifluoromethyl)benzoic acid (example 114, intermediate a) after a reaction time of 18 hours at room temperature. The compound was purified by silica gel chromatography on a 50 g column using an MPLC system (CombiFlash Companion, Isco Inc.) eluting with a gradient of n-heptane:EtOAc (100:0 to 0:100). Light yellow foam (83%). MS (ESI): m/z=541.140 [M+H]+. Starting materials: IC1=CC=C(NC=2SC3=C(C(N2)=O)C=CC=N3)C=C1 (2-(4-iodoanilino)-4H-pyrido[3,2-e]-1,3-thiazin-4-one), [H-].[Li+] (lithium hydride), CI (methyl iodide). Product: IC1=CC=C(C=C1)N=C1SC2=C(C(N1C)=O)C=CC=N2 (2-[(4-iodophenyl)imino]-2,3-dihydro-3-methyl-4H-pyrido[3,2-e]-1,3-thiazin-4-one). Yield: 62.2%. RXN SMILES: [I:1][C:2]1[CH:19]=[CH:18][C:5]([NH:6][C:7]2[S:8][C:9]3[N:17]=[CH:16][CH:15]=[CH:14][C:10]=3[C:11](=[O:13])[N:12]=2)=[CH:4][CH:3]=1.[H-].[Li+].[CH3:22]I>>[I:1][C:2]1[CH:19]=[CH:18][C:5]([N:6]=[C:7]2[N:12]([CH3:22])[C:11](=[O:13])[C:10]3[CH:14]=[CH:15][CH:16]=[N:17][C:9]=3[S:8]2)=[CH:4][CH:3]=1 |f:1.2|. Reported procedure: The reaction procedure of Example 11 was followed except that 900 mg (2.36 mmol) of 2-(4-iodoanilino)-4H-pyrido[3,2-e]-1,3-thiazin-4-one, 23 mg of lithium hydride and 402 mg of methyl iodide were used. The resulting residue was then purified through silica gel column chromatography (eluant: chloroform) to obtain 580 mg of 2-[(4-iodophenyl)imino]-2,3-dihydro-3-methyl-4H-pyrido[3,2-e]-1,3-thiazin-4-one (62%, recrystallized from a mixture of ether and hexane).